This data is from the Open Reaction Database (ORD), a public repository of structured organic reaction records. The task is: describe an organic reaction: reactants, conditions, products, and yield Starting materials: CCCCCC (Hexane), C1(=CC=CC=C1)C1=NSC(=N1)N1CCN(CC1)C(=O)OC(C)(C)C (tert-butyl 4-(3-phenyl-1,2,4-thiadiazol-5-yl)piperazine-1-carboxylate), solution, Cl (hydrogen chloride). Solvent: C(C)(=O)OCC (ethyl acetate), C(C)(=O)OCC (ethyl acetate). Conditions: time 5 hour. Product: C1(=CC=CC=C1)C1=NSC(=N1)N1CCNCC1 (1-(3-Phenyl-1,2,4-thiadiazol-5-yl)piperazine). Isolated yield 77.0%. Reaction SMILES: [C:1]1([C:7]2[N:11]=[C:10]([N:12]3[CH2:17][CH2:16][N:15](C(OC(C)(C)C)=O)[CH2:14][CH2:13]3)[S:9][N:8]=2)[CH:6]=[CH:5][CH:4]=[CH:3][CH:2]=1.Cl.CCCCCC>C(OCC)(=O)C>[C:1]1([C:7]2[N:11]=[C:10]([N:12]3[CH2:17][CH2:16][NH:15][CH2:14][CH2:13]3)[S:9][N:8]=2)[CH:2]=[CH:3][CH:4]=[CH:5][CH:6]=1. Procedure: To a solution of tert-butyl 4-(3-phenyl-1,2,4-thiadiazol-5-yl)piperazine-1-carboxylate (5.06 g, 14.6 mmol) in ethyl acetate (80 ml) was added a 4 N solution of hydrogen chloride in ethyl acetate (40 ml), and the mixture was stirred at room temperature for 5 hours. Hexane (200 ml) was added to the reaction mixture and a precipitated solid was collected by filtration. The obtained solid was added to an aqueous saturated sodium bicarbonate solution (300 ml), followed by stirring at room temperature... Starting materials: C(C)(=O)NC1=C(C=C(C(=C1)F)S(=O)(=O)Cl)C (2-acetamido-4-fluoro-5-chlorosulphonyltoluene), [OH-].[NH4+] (ammonium hydroxide). Yields the product C(C)(=O)NC1=C(C=C(C(=C1)F)S(N)(=O)=O)C (2-acetamido-4-fluoro-5-sulphamyltoluene). Reaction SMILES: [C:1]([NH:4][C:5]1[CH:10]=[C:9]([F:11])[C:8]([S:12](Cl)(=[O:14])=[O:13])=[CH:7][C:6]=1[CH3:16])(=[O:3])[CH3:2].[OH-].[NH4+:18]>>[C:1]([NH:4][C:5]1[CH:10]=[C:9]([F:11])[C:8]([S:12](=[O:14])(=[O:13])[NH2:18])=[CH:7][C:6]=1[CH3:16])(=[O:3])[CH3:2] |f:1.2|. Procedure: The moist 2-acetamido-4-fluoro-5-chlorosulphonyltoluene (3) was heated in 650 ml of concentrated ammonium hydroxide until it reached 50°. The resulting solution was cooled and extracted with ethyl acetate, (10×1000 ml). The extracts were combined and concentrated in vacuo, to give a solid. The latter was purified by dissolving the solid in 350 ml of a 20% aqueous solution of sodium hydroxide, filtering this mixture and acidifying the filtrate with concentrated hydrochloric acid. The precipitate,... Reactants: C(C)(=O)C1=C(C=CC(=C1)Br)OCC(=O)O ([(2-acetyl-4-bromophenyl)oxy]acetic acid), C(C)(=O)[O-].[Na+] (sodium acetate), C(C)(=O)OC(C)=O (acetic anhydride). The solvent is C(C)(=O)O (acetic acid). Run at temperature 140 celsius, time 3.5 hour. Product: BrC=1C=CC2=C(C(=CO2)C)C1 (5-bromo-3-methyl-1-benzofuran). RXN SMILES: [C:1]([C:4]1[CH:9]=[C:8]([Br:10])[CH:7]=[CH:6][C:5]=1[O:11][CH2:12]C(O)=O)(=O)[CH3:2].C([O-])(=O)C.[Na+].C(OC(=O)C)(=O)C>C(O)(=O)C>[Br:10][C:8]1[CH:7]=[CH:6][C:5]2[O:11][CH:12]=[C:1]([CH3:2])[C:4]=2[CH:9]=1 |f:1.2|. Procedure: A solution of [(2-acetyl-4-bromophenyl)oxy]acetic acid (1.648 mmol) in acetic acid (2.075 mL) was treated with sodium acetate (9.89 mmol) and acetic anhydride (21.42 mmol). The reaction solution was heated with stirring to 140° C. for 3.5 h. Analysis by LCMS showed a major product that did not ionize, and consumption of starting material. The mixture was diluted with water and ethyl acetate and was washed with 1N aq NaOH until the aqueous phase was basic (pH˜12). The mixture was extracted with e... Starting materials: C(C)OC(CN(C(C1=CC(=CC(=C1)NC(CCCCCCCCCCCCC)=O)NC(CCCCCCCCCCCCC)=O)=O)CC(=O)OCC)=O (N-(2-ethoxy-2-oxoethyl)-N-[3,5-bis(1-oxotetradecylamino)benzoyl]glycine ethyl ester), [OH-].[Na+] (NaOH). The solvent is CO (methanol). Product: C(=O)(O)CN(CC(=O)O)C(C1=CC(=CC(=C1)NC(CCCCCCCCCCCCC)=O)NC(CCCCCCCCCCCCC)=O)=O (N-(carboxymethyl)-N-[3,5-bis(1-oxotetradecylamino)benzoyl]glycine). Yield: 79.9%. As a reaction SMILES: C([O:3][C:4](=[O:53])[CH2:5][N:6]([CH2:47][C:48]([O:50]CC)=[O:49])[C:7](=[O:46])[C:8]1[CH:13]=[C:12]([NH:14][C:15](=[O:29])[CH2:16][CH2:17][CH2:18][CH2:19][CH2:20][CH2:21][CH2:22][CH2:23][CH2:24][CH2:25][CH2:26][CH2:27][CH3:28])[CH:11]=[C:10]([NH:30][C:31](=[O:45])[CH2:32][CH2:33][CH2:34][CH2:35][CH2:36][CH2:37][CH2:38][CH2:39][CH2:40][CH2:41][CH2:42][CH2:43][CH3:44])[CH:9]=1)C.[OH-].[Na+]>CO>[C:4]([CH2:5][N:6]([C:7](=[O:46])[C:8]1[CH:13]=[C:12]([NH:14][C:15](=[O:29])[CH2:16][CH2:17][CH2:18][CH2:19][CH2:20][CH2:21][CH2:22][CH2:23][CH2:24][CH2:25][CH2:26][CH2:27][CH3:28])[CH:11]=[C:10]([NH:30][C:31](=[O:45])[CH2:32][CH2:33][CH2:34][CH2:35][CH2:36][CH2:37][CH2:38][CH2:39][CH2:40][CH2:41][CH2:42][CH2:43][CH3:44])[CH:9]=1)[CH2:47][C:48]([OH:50])=[O:49])([OH:53])=[O:3] |f:1.2|. Procedure details: A solution of 2.1 g (2.8 mmol) of N-(2-ethoxy-2-oxoethyl)-N-[3,5-bis(1-oxotetradecylamino)benzoyl]glycine ethyl ester and 2.35 ml (14 mmol) of 6N NaOH in 75 ml of methanol was stirred at reflux for 5 hours under an argon atmosphere. The solvent was removed at reduced pressure and the residue was acidified. The product was extracted with ethyl acetate and the dried extract was concentrated to a solid which was recrystallized from acetonitrile to give 1.54 g (79% yield, mp 109°-111°) of N-(carboxy... The reactants are C(CCC)N1C=NC=2C1=NC(=C(C2Cl)C(=O)OCC)C (3-butyl-7-chloro-5-methyl-3H-imidazo[4,5-b]pyridine-6-carboxylic acid, ethyl ester), ClC1=C2C(=NC(=C1C(=O)OCC)C)N(C=N2)C (7-chloro-3,5-dimethyl-3H-imidazo[4,5-b]pyridine-6-carboxylic acid, ethyl ester). Product: C(CCC)OC1=C2C(=NC(=C1C(=O)OCC)C)N(C=N2)C (7-butoxy-3,5-dimethyl-3H-imidazo[4,5-b]pyridine-6-carboxylic acid, ethyl ester). The yield is 61.0%. As a reaction SMILES: [CH2:1]([N:5]1[C:9]2=[N:10][C:11]([CH3:20])=[C:12]([C:15]([O:17][CH2:18][CH3:19])=[O:16])[C:13](Cl)=[C:8]2[N:7]=[CH:6]1)CCC.ClC1[C:27]([C:28](OCC)=[O:29])=[C:26]([CH3:33])N=C2N(C)C=NC=12>>[CH2:28]([O:29][C:13]1[C:12]([C:15]([O:17][CH2:18][CH3:19])=[O:16])=[C:11]([CH3:20])[N:10]=[C:9]2[N:5]([CH3:1])[CH:6]=[N:7][C:8]=12)[CH2:27][CH2:26][CH3:33]. Procedure details: By replacing 3-butyl-7-chloro-5-methyl-3H-imidazo[4,5-b]pyridine-6-carboxylic acid, ethyl ester in Example 5 with 7-chloro-3,5-dimethyl-3H-imidazo[4,5-b]pyridine-6-carboxylic acid, ethyl ester of Example 2 c, 7-butoxy-3,5-dimethyl-3H-imidazo[4,5-b]pyridine-6-carboxylic acid, ethyl ester is formed. Yield 61%, b.p. 180°-190°/0.01.